Dataset: the Open Reaction Database (ORD), a public repository of structured organic reaction records. Task: describe an organic reaction: reactants, conditions, products, and yield Starting materials: C=CCOC(=O)Nc1cn(C)c(C(=O)OCC)c1OC, CCO, [Na+], [OH-], O. Yields the product C=CCOC(=O)Nc1cn(C)c(C(=O)O)c1OC. RXN SMILES: [CH3:1][n:2]1[c:3]([C:16](=[O:17])[O:18][CH2:19][CH3:20])[c:4]([O:14][CH3:15])[c:5]([NH:7][C:8](=[O:9])[O:10][CH2:11][CH:12]=[CH2:13])[cH:6]1.[CH3:23][CH2:24][OH:25].[Na+:22].[OH-:21].[OH2:26]>>[CH3:1][n:2]1[c:3]([C:16](=[O:17])[OH:18])[c:4]([O:14][CH3:15])[c:5]([NH:7][C:8](=[O:9])[O:10][CH2:11][CH:12]=[CH2:13])[cH:6]1. Starting materials: N(=[N+]=[N-])CCOCCOCCOCCOCCOCCN (17-azido-3,6,9,12,15-pentaoxaheptadecanamine), C1(COCC(=O)O1)=O (diglycolic anhydride). The solvent is O (water), ClCCl (dichloromethane), ClCCl (dichloromethane). Reaction conditions: time 8 hour. The product is N(=[N+]=[N-])CCOCCOCCOCCOCCOCCNC(COCC(=O)O)=O (23-Azido-5-oxo-6-aza-3,9,12,15,18,21-hexaoxatricosanoic acid). RXN SMILES: [N:1]([CH2:4][CH2:5][O:6][CH2:7][CH2:8][O:9][CH2:10][CH2:11][O:12][CH2:13][CH2:14][O:15][CH2:16][CH2:17][O:18][CH2:19][CH2:20][NH2:21])=[N+:2]=[N-:3].[C:22]1(=[O:29])[O:28][C:26](=[O:27])[CH2:25][O:24][CH2:23]1>ClCCl.O>[N:1]([CH2:4][CH2:5][O:6][CH2:7][CH2:8][O:9][CH2:10][CH2:11][O:12][CH2:13][CH2:14][O:15][CH2:16][CH2:17][O:18][CH2:19][CH2:20][NH:21][C:26](=[O:27])[CH2:25][O:24][CH2:23][C:22]([OH:29])=[O:28])=[N+:2]=[N-:3]. Procedure: To a solution of 17-azido-3,6,9,12,15-pentaoxaheptadecanamine (15 g, 50 mmol) in dichloromethane (100 mL) was added diglycolic anhydride (Acros, 6.4 g, 55 mmol). The reaction mixture was stirred overnight. The reaction was monitored by ESI-MS analysis, and more reagents were added to drive the reaction to completion. The solution was concentrated to give a yellow residue which was dissolved in water (250 mL). The product was isolated from the aqueous phase by continuous extraction with dichlorom... Starting materials: ClCCl, CC(C=CC1=C(C)CCCC1(C)C)=CC=CC(C)=CC=C(C)CO, CC(=O)Cl, c1ccncc1. The product is CC(=O)OCC(C)=CC=C(C)C=CC=C(C)C=CC1=C(C)CCCC1(C)C. Reaction SMILES: [CH2:35]([Cl:36])[Cl:37].[CH3:1][C:2]([CH2:3][OH:4])=[CH:5][CH:6]=[C:7]([CH:8]=[CH:9][CH:10]=[C:11]([CH:12]=[CH:13][C:14]1=[C:15]([CH3:22])[CH2:16][CH2:17][CH2:18][C:19]1([CH3:20])[CH3:21])[CH3:23])[CH3:24].[CH3:31][C:32]([Cl:33])=[O:34].[cH:25]1[cH:26][cH:27][n:28][cH:29][cH:30]1>>[CH3:1][C:2]([CH2:3][O:4][C:32]([CH3:31])=[O:34])=[CH:5][CH:6]=[C:7]([CH:8]=[CH:9][CH:10]=[C:11]([CH:12]=[CH:13][C:14]1=[C:15]([CH3:22])[CH2:16][CH2:17][CH2:18][C:19]1([CH3:20])[CH3:21])[CH3:23])[CH3:24]. Starting materials: [Si](C)(C)(C(C)(C)C)OC1CC(CCC1)N1N=C(C=CC1=O)C=1C(=NN2C1C=CC=C2)C2=CC=CC=C2 (3-[2-{3-(tert-butyldimethylsilyloxy)cyclohexyl}-3-oxo-2,3-dihydropyridazin-6-yl]-2-phenylpyrazolo[1,5-a]pyridine), [F-].C(CCC)[N+](CCCC)(CCCC)CCCC (tetrabutylammonium fluoride). Solvent: O1CCCC1 (tetrahydrofuran), C(C)(=O)OCC (ethyl acetate). Product: OC1CC(CCC1)N1N=C(C=CC1=O)C=1C(=NN2C1C=CC=C2)C2=CC=CC=C2 (3-[2-(3-hydroxycyclohexyl)-3-oxo-2,3-dihydropyridazin-6-yl]-2-phenylpyrazolo[1,5-a]pyridine). Isolated yield 97.7%. Reaction SMILES: [Si]([O:8][CH:9]1[CH2:14][CH2:13][CH2:12][CH:11]([N:15]2[C:20](=[O:21])[CH:19]=[CH:18][C:17]([C:22]3[C:23]([C:31]4[CH:36]=[CH:35][CH:34]=[CH:33][CH:32]=4)=[N:24][N:25]4[CH:30]=[CH:29][CH:28]=[CH:27][C:26]=34)=[N:16]2)[CH2:10]1)(C(C)(C)C)(C)C.[F-].C([N+](CCCC)(CCCC)CCCC)CCC>O1CCCC1.C(OCC)(=O)C>[OH:8][CH:9]1[CH2:14][CH2:13][CH2:12][CH:11]([N:15]2[C:20](=[O:21])[CH:19]=[CH:18][C:17]([C:22]3[C:23]([C:31]4[CH:36]=[CH:35][CH:34]=[CH:33][CH:32]=4)=[N:24][N:25]4[CH:30]=[CH:29][CH:28]=[CH:27][C:26]=34)=[N:16]2)[CH2:10]1 |f:1.2|. Procedure: A solution of 3-[2-{3-(tert-butyldimethylsilyloxy)cyclohexyl}-3-oxo-2,3-dihydropyridazin-6-yl]-2-phenylpyrazolo[1,5-a]pyridine (570 mg) and 70% aqueous tetrabutylammonium fluoride (4.3 g) in tetrahydrofuran (10 ml) was stirred for overnight at room temperature. A reaction mixture was diluted with ethyl acetate (100 ml), which was washed in turn with water (50 ml×4) and saturated sodium chloride in water (50 ml×2), and dried over magnesium sulfate. Evaporation of the solvent gave a residue, which... Starting materials: [BH4-], C1CCOC1, COC(=O)c1cc(C=O)cc(C)c1N(Cc1ccccc1)S(=O)(=O)c1ccc(OC)cc1, CO, [Na+]. Yields the product COC(=O)c1cc(CO)cc(C)c1N(Cc1ccccc1)S(=O)(=O)c1ccc(OC)cc1. As a reaction SMILES: [BH4-:33].[CH2:37]1[O:38][CH2:39][CH2:40][CH2:41]1.[CH3:1][O:2][C:3]([c:4]1[c:5]([N:13]([S:14](=[O:15])(=[O:16])[c:17]2[cH:18][cH:19][c:20]([O:23][CH3:24])[cH:21][cH:22]2)[CH2:25][c:26]2[cH:27][cH:28][cH:29][cH:30][cH:31]2)[c:6]([CH3:12])[cH:7][c:8]([CH:10]=[O:11])[cH:9]1)=[O:32].[CH3:35][OH:36].[Na+:34]>>[CH3:1][O:2][C:3]([c:4]1[c:5]([N:13]([S:14](=[O:15])(=[O:16])[c:17]2[cH:18][cH:19][c:20]([O:23][CH3:24])[cH:21][cH:22]2)[CH2:25][c:26]2[cH:27][cH:28][cH:29][cH:30][cH:31]2)[c:6]([CH3:12])[cH:7][c:8]([CH2:10][OH:11])[cH:9]1)=[O:32]. Reactants: CC(C)(COc1ccc(C(N)=O)cn1)NCc1ccccc1, Cc1ccccc1OCC1CO1, CC(C)O. Yields the product Cc1ccccc1OCC(O)CN(Cc1ccccc1)C(C)(C)COc1ccc(C(N)=O)cn1. Reaction SMILES: [CH2:1]([c:2]1[cH:3][cH:4][cH:5][cH:6][cH:7]1)[NH:8][C:9]([CH2:10][O:11][c:12]1[n:13][cH:14][c:15]([C:16](=[O:17])[NH2:18])[cH:19][cH:20]1)([CH3:21])[CH3:22].[CH3:23][c:24]1[c:25]([O:26][CH2:27][CH:28]2[CH2:29][O:30]2)[cH:31][cH:32][cH:33][cH:34]1.[CH:35]([OH:36])([CH3:37])[CH3:38]>>[CH2:1]([c:2]1[cH:3][cH:4][cH:5][cH:6][cH:7]1)[N:8]([C:9]([CH2:10][O:11][c:12]1[n:13][cH:14][c:15]([C:16](=[O:17])[NH2:18])[cH:19][cH:20]1)([CH3:21])[CH3:22])[CH2:29][CH:28]([CH2:27][O:26][c:25]1[c:24]([CH3:23])[cH:34][cH:33][cH:32][cH:31]1)[OH:30]. Product: CCC(=O)C(Cc1ccc(S(=O)(=O)CC)cc1)C(=O)OC. Starting materials: CCS(=O)(=O)c1ccc(CBr)cc1, CCC(=O)CC(=O)OC. RXN SMILES: [Br:1][CH2:2][c:3]1[cH:4][cH:5][c:6]([S:9](=[O:10])(=[O:11])[CH2:12][CH3:13])[cH:7][cH:8]1.[CH3:14][O:15][C:16]([CH2:17][C:18]([CH2:19][CH3:20])=[O:21])=[O:22]>>[CH2:2]([c:3]1[cH:4][cH:5][c:6]([S:9](=[O:10])(=[O:11])[CH2:12][CH3:13])[cH:7][cH:8]1)[CH:17]([C:16]([O:15][CH3:14])=[O:22])[C:18]([CH2:19][CH3:20])=[O:21]. The reactants are [BH3-]C#N, C=O, CO, CCOC(C)=O, CC(=O)O, [Cl-], [Na+], [Na+], [Na+], [OH-], O, CNCc1n[nH]c2c1CCc1ccccc1-2. Product: CN(C)Cc1n[nH]c2c1CCc1ccccc1-2. RXN SMILES: [C:17]([BH3-:18])#[N:19].[CH2:21]=[O:22].[CH3:25][OH:26].[CH3:30][CH2:31][O:32][C:33](=[O:34])[CH3:35].[CH3:36][C:37](=[O:38])[OH:39].[Cl-:29].[Na+:20].[Na+:24].[Na+:28].[OH-:23].[OH2:27].[nH:1]1[n:2][c:3]([CH2:14][NH:15][CH3:16])[c:4]2[c:9]1-[c:8]1[c:7]([cH:13][cH:12][cH:11][cH:10]1)[CH2:6][CH2:5]2>>[nH:1]1[n:2][c:3]([CH2:14][N:15]([CH3:16])[CH3:17])[c:4]2[c:9]1-[c:8]1[c:7]([cH:13][cH:12][cH:11][cH:10]1)[CH2:6][CH2:5]2. Reactants: CC(C)(C)OC(=O)C(C)(C)Br, O=C([O-])[O-], CC#N, [K+], [K+], O, NC(=O)CCc1ccccc1O. The product is CC(C)(C)OC(=O)C(C)(C)Oc1ccccc1CCC(N)=O. Reaction SMILES: [Br:19][C:20]([C:21](=[O:22])[O:23][C:24]([CH3:25])([CH3:26])[CH3:27])([CH3:28])[CH3:29].[C:13](=[O:14])([O-:15])[O-:16].[CH3:31][C:32]#[N:33].[K+:17].[K+:18].[OH2:30].[OH:1][c:2]1[c:3]([CH2:8][CH2:9][C:10](=[O:11])[NH2:12])[cH:4][cH:5][cH:6][cH:7]1>>[O:1]([c:2]1[c:3]([CH2:8][CH2:9][C:10](=[O:11])[NH2:12])[cH:4][cH:5][cH:6][cH:7]1)[C:20]([C:21](=[O:22])[O:23][C:24]([CH3:25])([CH3:26])[CH3:27])([CH3:28])[CH3:29]. Reactants: [Si](C1=CC=CC=C1)(C1=CC=CC=C1)(C(C)(C)C)OCC1=CC=C(C(=C1N1C[C@H](O[C@H](C1)C)C)Cl)F ((2R,6S)-[6-({[tert-butyl(diphenyl)silyl]oxy}methyl)-2-chloro-3-fluorophenyl]-2,6-dimethylmorpholine), [Si](C1=CC=CC=C1)(C1=CC=CC=C1)(C(C)(C)C)OCC1=CC=C(C(=C1N1C[C@H](O[C@H](C1)C)C)Cl)F ((2R,6S)-[6-({[tert-butyl(diphenyl)silyl]oxy}methyl)-2-chloro-3-fluorophenyl]-2,6-dimethylmorpholine), CON(C(C1=CN=C(C=C1)C)=O)C (N-methoxy-6,N-dimethyl-nicotinamide). Yields the product [Si](C1=CC=CC=C1)(C1=CC=CC=C1)(C(C)(C)C)OCC=1C(=C(C(=C(C1)C=1C=C(C=NC1C)C=O)F)Cl)N1C[C@H](O[C@H](C1)C)C (5-({[tert-butyl(diphenyl)silyl]oxy}methyl-3-chloro-4-[(2R,6S)-2,6-dimethylmorpholin-4-yl]-2-fluorophenyl}(6-methylpyridin-3-yl)methanone). RXN SMILES: [Si:1]([O:18][CH2:19][C:20]1[C:25]([N:26]2[CH2:31][C@H:30]([CH3:32])[O:29][C@H:28]([CH3:33])[CH2:27]2)=[C:24]([Cl:34])[C:23]([F:35])=[CH:22][CH:21]=1)([C:14]([CH3:17])([CH3:16])[CH3:15])([C:8]1[CH:13]=[CH:12][CH:11]=[CH:10][CH:9]=1)[C:2]1[CH:7]=[CH:6][CH:5]=[CH:4][CH:3]=1.CON(C)[C:39](=[O:47])[C:40]1[CH:45]=[CH:44][C:43]([CH3:46])=[N:42][CH:41]=1>>[Si:1]([O:18][CH2:19][C:20]1[C:25]([N:26]2[CH2:31][C@H:30]([CH3:32])[O:29][C@H:28]([CH3:33])[CH2:27]2)=[C:24]([Cl:34])[C:23]([F:35])=[C:22]([C:44]2[CH:45]=[C:40]([CH:39]=[O:47])[CH:41]=[N:42][C:43]=2[CH3:46])[CH:21]=1)([C:14]([CH3:16])([CH3:17])[CH3:15])([C:2]1[CH:7]=[CH:6][CH:5]=[CH:4][CH:3]=1)[C:8]1[CH:13]=[CH:12][CH:11]=[CH:10][CH:9]=1. Reported procedure: Starting materials: (2R,6S)-4-[6-({[tert-butyl(diphenyl)silyl]oxy}methyl)-2-chloro-3-fluorophenyl]-2,6-dimethylmorpholine (Intermediate 42) and N-methoxy-6,N-dimethyl-nicotinamide.